This data is from the Open Reaction Database (ORD), a public repository of structured organic reaction records. The task is: describe an organic reaction: reactants, conditions, products, and yield The reactants are C(CCC=CCCCCCCCCC)NC=1C=C(C=CC1)C(C(=O)OC)CC (methyl 3-(4-tetradecenylamino)phenylbutyrate), OCC(O)CO (glycerol). Reaction conditions: temperature 180 celsius. The product is C(CCC=CCCCCCCCCC)NC=1C=C(C=CC1)C(C(=O)OCC(CO)O)CC (2,3-Dihydroxypropyl 3-(4-tetradecenylamino)phenylbutyrate). Reaction SMILES: [CH2:1]([NH:15][C:16]1[CH:17]=[C:18]([CH:22]([CH2:27][CH3:28])[C:23]([O:25][CH3:26])=[O:24])[CH:19]=[CH:20][CH:21]=1)[CH2:2][CH2:3][CH:4]=[CH:5][CH2:6][CH2:7][CH2:8][CH2:9][CH2:10][CH2:11][CH2:12][CH2:13][CH3:14].[OH:29][CH2:30][CH:31](CO)[OH:32]>>[CH2:1]([NH:15][C:16]1[CH:17]=[C:18]([CH:22]([CH2:27][CH3:28])[C:23]([O:25][CH2:26][CH:31]([OH:32])[CH2:30][OH:29])=[O:24])[CH:19]=[CH:20][CH:21]=1)[CH2:2][CH2:3][CH:4]=[CH:5][CH2:6][CH2:7][CH2:8][CH2:9][CH2:10][CH2:11][CH2:12][CH2:13][CH3:14]. Procedure: A mixture of 2.25 g. of methyl 3-(4-tetradecenylamino)phenylbutyrate, 280 mg. of glycerol, and 1.37 g. of p-touluenesulfonic acid is heated at 180° C. for 18 hours and then is partitioned between ether and 3% aqueous sodium carbonate solution. The ether layer is separated, dried, and evaporated to yield the product as a white solid. Starting materials: O=c1nc(-c2cccc(OCc3ccccc3)n2)sc2ccccc12, O=C(O)C(F)(F)F. Yields the product O=c1cccc(-c2nc(=O)c3ccccc3s2)[nH]1. As a reaction SMILES: [CH2:1]([c:2]1[cH:3][cH:4][cH:5][cH:6][cH:7]1)[O:8][c:9]1[cH:10][cH:11][cH:12][c:13](-[c:15]2[s:16][c:17]3[c:18]([c:19](=[O:21])[n:20]2)[cH:22][cH:23][cH:24][cH:25]3)[n:14]1.[OH:26][C:27]([C:28]([F:29])([F:30])[F:31])=[O:32]>>[O:8]=[c:9]1[cH:10][cH:11][cH:12][c:13](-[c:15]2[s:16][c:17]3[c:18]([c:19](=[O:21])[n:20]2)[cH:22][cH:23][cH:24][cH:25]3)[nH:14]1.